This data is from the Open Reaction Database (ORD), a public repository of structured organic reaction records. The task is: describe an organic reaction: reactants, conditions, products, and yield Reactants: CCOC(=O)C(=O)OCC, CC(=O)c1ccco1, Cl, [H-], [Na+], C1CCOC1. Yields the product CCOC(=O)C(=O)CC(=O)c1ccco1. As a reaction SMILES: [C:3]([C:4]([O:6][CH2:5][CH3:7])=[O:8])(=[O:9])[O:10][CH2:11][CH3:12].[CH3:13][C:14](=[O:15])[c:16]1[cH:17][cH:18][cH:19][o:20]1.[ClH:21].[H-:1].[Na+:2].[O:22]1[CH2:23][CH2:24][CH2:25][CH2:26]1>>[C:3]([C:4](=[O:6])[CH2:13][C:14](=[O:15])[c:16]1[cH:17][cH:18][cH:19][o:20]1)(=[O:9])[O:10][CH2:11][CH3:12]. Reactants: ClC=1C=C(N)C=CC1Cl (3,4-dichloroaniline), Cl (HCl), C12C(CCC1)O2 (cyclopentene oxide), ( 7 ). Product: Cl.ClC=1C=C(N[C@H]2[C@@H](CCC2)O)C=CC1Cl (trans-3,4-dichloro-N-(2-hydroxycyclopentyl)aniline, hydrochloride salt). The yield is 49.0%. As a reaction SMILES: [Cl:1][C:2]1[CH:3]=[C:4]([CH:6]=[CH:7][C:8]=1[Cl:9])[NH2:5].Cl.[CH:11]12[O:16][CH:12]1[CH2:13][CH2:14][CH2:15]2>>[ClH:1].[Cl:1][C:2]1[CH:3]=[C:4]([CH:6]=[CH:7][C:8]=1[Cl:9])[NH:5][C@@H:11]1[CH2:15][CH2:14][CH2:13][C@H:12]1[OH:16] |f:3.4|. Reported procedure: A solution of 3,4-dichloroaniline (200 g., 1.23 mole), cyclopentene oxide (400 ml.), and concentrated HCl (2 ml.) is heated at reflux temperature for seven (7) days. The unreacted epoxide is evaporated at 60° C. and the residue is treated with excess ethereal HCl, and a syrup results. This is washed with 1000 ml. of ether. The residue is crystallized and recrystallized from methanol/ether (1/5.5, v/v) to give 170.0 g. (49% yield) of trans-3,4-dichloro-N-(2-hydroxycyclopentyl)aniline, hydrochlori...